Dataset: the Open Reaction Database (ORD), a public repository of structured organic reaction records. Task: describe an organic reaction: reactants, conditions, products, and yield Reactants: NC=1C=C2CCN(C2=CC1)C(=O)OC(C)(C)C (tert-butyl 5-amino-2,3-dihydro-1H-indole-1-carboxylate), ClC1=NC=CC=C1NC(OC(C)(C)C)=O (tert-butyl 2-chloropyridin-3-ylcarbamate), CC1(C2=C(C(=CC=C2)P(C3=CC=CC=C3)C4=CC=CC=C4)OC5=C(C=CC=C51)P(C6=CC=CC=C6)C7=CC=CC=C7)C (Xantphos), CC(C)([O-])C.[Na+] (sodium tert-butoxide). The reagents and catalysts are C=1C=CC(=CC1)/C=C/C(=O)/C=C/C2=CC=CC=C2.C=1C=CC(=CC1)/C=C/C(=O)/C=C/C2=CC=CC=C2.C=1C=CC(=CC1)/C=C/C(=O)/C=C/C2=CC=CC=C2.[Pd].[Pd] (Pd2(dba)3). The solvent is CC(C)O (2-propanol), C1(=CC=CC=C1)C (toluene), O (water). Conditions: temperature 90 celsius, time 40 hour. Yields the product O=C1NC=2C(=NC=CC2)N1C=1C=C2CCN(C2=CC1)C(=O)OC(C)(C)C (tert-butyl 5-(2-oxo-1,2-dihydro-3H-imidazo[4,5-b]pyridin-3-yl)-2,3-dihydro-1H-indole-1-carboxylate). Yield: 26.6%. As a reaction SMILES: [NH2:1][C:2]1[CH:3]=[C:4]2[C:8](=[CH:9][CH:10]=1)[N:7]([C:11]([O:13][C:14]([CH3:17])([CH3:16])[CH3:15])=[O:12])[CH2:6][CH2:5]2.Cl[C:19]1[C:24]([NH:25][C:26](=O)[O:27]C(C)(C)C)=[CH:23][CH:22]=[CH:21][N:20]=1.CC1(C)C2C(=C(P(C3C=CC=CC=3)C3C=CC=CC=3)C=CC=2)OC2C(P(C3C=CC=CC=3)C3C=CC=CC=3)=CC=CC1=2.CC(C)([O-])C.[Na+]>CC(O)C.C1(C)C=CC=CC=1.C1C=CC(/C=C/C(/C=C/C2C=CC=CC=2)=O)=CC=1.C1C=CC(/C=C/C(/C=C/C2C=CC=CC=2)=O)=CC=1.C1C=CC(/C=C/C(/C=C/C2C=CC=CC=2)=O)=CC=1.[Pd].[Pd].O>[O:27]=[C:26]1[N:1]([C:2]2[CH:3]=[C:4]3[C:8](=[CH:9][CH:10]=2)[N:7]([C:11]([O:13][C:14]([CH3:17])([CH3:16])[CH3:15])=[O:12])[CH2:6][CH2:5]3)[C:19]2=[N:20][CH:21]=[CH:22][CH:23]=[C:24]2[NH:25]1 |f:3.4,7.8.9.10.11|. Procedure: A mixture of tert-butyl 5-amino-2,3-dihydro-1H-indole-1-carboxylate (4.10 g), tert-butyl 2-chloropyridin-3-ylcarbamate (4.20 g), Pd2(dba)3 (0.48 g), Xantphos (0.608 g), sodium tert-butoxide (2.52 g) in 2-propanol (64 mL) and toluene (12 mL) was stirred at 90° C. for 40 h, and treated with water and extracted with EtOAc. The organic layer was dried over MgSO4 and concentrated in vacuo. The residue was suspended in CH3CN and the precipitate was collected by filtration to give tert-butyl 5-(2-oxo-1... Starting materials: ClC(=O)OC (Methyl chloroformate), C(=O)([O-])[O-].[K+].[K+] (K2CO3), NC1=C(C#N)C(=C(C=C1)OC)OC (2-amino-5,6-dimethoxybenzonitrile). The solvent is C(Cl)(Cl)Cl (CHCl3). Product: C(#N)C1=C(C=CC(=C1OC)OC)NC(OC)=O (Methyl 2-cyano-3,4-dimethoxyphenylcarbamate). Yield: 50.2%. RXN SMILES: Cl[C:2]([O:4][CH3:5])=[O:3].C([O-])([O-])=O.[K+].[K+].[NH2:12][C:13]1[CH:20]=[CH:19][C:18]([O:21][CH3:22])=[C:17]([O:23][CH3:24])[C:14]=1[C:15]#[N:16]>C(Cl)(Cl)Cl>[C:15]([C:14]1[C:17]([O:23][CH3:24])=[C:18]([O:21][CH3:22])[CH:19]=[CH:20][C:13]=1[NH:12][C:2](=[O:3])[O:4][CH3:5])#[N:16] |f:1.2.3|. Procedure: Methyl chloroformate (18.6 g, 19.7 mmol) was added to a suspension of K2CO3 (2.71 g, 19.6 mmol) and 2-amino-5,6-dimethoxybenzonitrile (7.0 g, 39.3 mmol) in 70 ml of CHCl3. The resulting mixture was heated at reflux for 2 hours before using filtered and evaporated to a residual solid. Recrystallization of the crude material from MeOH yielded 4.64 g (50.2% of product in good purity. The reactants are C1(CCC2=CC=CC=C12)O (indanol), Cl (HCl), N#N (N2). Run in C1CCCCC1 (cyclohexane). The product is C1(CCC2=CC=CC=C12)Cl (indanyl chloride). RXN SMILES: [CH:1]1(O)[C:9]2[C:4](=[CH:5][CH:6]=[CH:7][CH:8]=2)[CH2:3][CH2:2]1.N#N.[ClH:13]>C1CCCCC1>[CH:1]1([Cl:13])[C:9]2[C:4](=[CH:5][CH:6]=[CH:7][CH:8]=2)[CH2:3][CH2:2]1. Procedure: 20 g Indanone (obtained according to Example VIII) is added to a solution of 1.5 molequivalent NaAlH2 (OC2H4OCH3)2 in a mixture of benzene and ether in the course of which the temperature raises to 35° C. Then the reaction mixture is stirred during one hour, poured out into ice and extracted with ether. The solution in ether is washed with NaCl solution, dried and evaporated. The residue is distilled under diminished pressure yielding 15.1 g indanol. B.p. 115° C./1 mm Hg. The indanol is dissolve... Starting materials: CN(C(=O)c1ccc(C2CCCCC2)cc1)c1ccc(N2CCC(Br)C2=O)cc1, C1COCCN1. The product is CN(C(=O)c1ccc(C2CCCCC2)cc1)c1ccc(N2CCC(N3CCOCC3)C2=O)cc1. As a reaction SMILES: [Br:1][CH:2]1[C:3](=[O:29])[N:4]([c:7]2[cH:8][cH:9][c:10]([N:13]([C:14]([c:15]3[cH:16][cH:17][c:18]([CH:21]4[CH2:22][CH2:23][CH2:24][CH2:25][CH2:26]4)[cH:19][cH:20]3)=[O:27])[CH3:28])[cH:11][cH:12]2)[CH2:5][CH2:6]1.[CH2:30]1[CH2:31][O:32][CH2:33][CH2:34][NH:35]1>>[CH:2]1([N:35]2[CH2:30][CH2:31][O:32][CH2:33][CH2:34]2)[C:3](=[O:29])[N:4]([c:7]2[cH:8][cH:9][c:10]([N:13]([C:14]([c:15]3[cH:16][cH:17][c:18]([CH:21]4[CH2:22][CH2:23][CH2:24][CH2:25][CH2:26]4)[cH:19][cH:20]3)=[O:27])[CH3:28])[cH:11][cH:12]2)[CH2:5][CH2:6]1.